Dataset: the Open Reaction Database (ORD), a public repository of structured organic reaction records. Task: describe an organic reaction: reactants, conditions, products, and yield Starting materials: [H-].[Na+] (NaH), C(OC)(OC)=O (dimethyl carbonate), C1CCC(=O)C2=CC=CC=C2C1 (bezosuberone), C(OC)(OC)=O (dimethyl carbonate). Run at temperature 85 celsius. Product: O=C1C(CCCC2=C1C=CC=C2)C(=O)OC (Methyl 5-oxo-6,7,8,9-tetrahydro-5H-benzo[7]annulene-6-carboxylate). RXN SMILES: [H-].[Na+].[CH2:3]1[CH2:14][C:13]2[C:8](=[CH:9][CH:10]=[CH:11][CH:12]=2)[C:6](=[O:7])[CH2:5][CH2:4]1.[C:15](=O)([O:18]C)[O:16][CH3:17]>>[O:7]=[C:6]1[C:8]2[CH:9]=[CH:10][CH:11]=[CH:12][C:13]=2[CH2:14][CH2:3][CH2:4][CH:5]1[C:15]([O:16][CH3:17])=[O:18] |f:0.1|. Reported procedure: A solution of dimethyl carbonate (20 mL) was treated with NaH (3 g, 60% dispersed in oil, 75 mmol) and heated to 85° C. To the mixture was dropwise added a solution of bezosuberone (3 g, 18.75 mmol) in dimethyl carbonate (10 mL). The resulting mixture was refluxed for 3 hours, cooled to 0° C., quenched with HCl (1N) (100 mL) and extracted with ether. The organic layer was washed with NaHCO3 and brine, dried (MgSO4) and concentrated to provide the title compound as a brownish oil. Reactants: ClC=1C(=CC(=C(C(=O)OC(C)(C)C)C1)F)OCC1C(CCCC1)C (tert-butyl 5-chloro-2-fluoro-4-((2-methylcyclohexyl)-methoxy)benzoate), C1(CC1)B(O)O (cyclopropylboronic acid), P(=O)([O-])([O-])[O-].[K+].[K+].[K+] (potassium phosphate), F[B-](F)(F)F.C1(CCCCC1)P(C1CCCCC1)C1CCCCC1 (tricyclohexylphosphine tetrafluoroborate). Reagents/catalysts: C(C)(=O)[O-].[Pd+2].C(C)(=O)[O-] (palladium acetate). Solvent: O (Water), C1(=CC=CC=C1)C (toluene), O (water). Reaction conditions: temperature 130 celsius. Product: C1(CC1)C=1C(=CC(=C(C(=O)OC(C)(C)C)C1)F)OCC1C(CCCC1)C (tert-butyl 5-cyclopropyl-2-fluoro-4-((2-methylcyclohexyl)-methoxy)benzoate). Isolated yield 100.0%. RXN SMILES: Cl[C:2]1[C:3]([O:16][CH2:17][CH:18]2[CH2:23][CH2:22][CH2:21][CH2:20][CH:19]2[CH3:24])=[CH:4][C:5]([F:15])=[C:6]([CH:14]=1)[C:7]([O:9][C:10]([CH3:13])([CH3:12])[CH3:11])=[O:8].[CH:25]1(B(O)O)[CH2:27][CH2:26]1.P([O-])([O-])([O-])=O.[K+].[K+].[K+].F[B-](F)(F)F.C1(P(C2CCCCC2)C2CCCCC2)CCCCC1>C1(C)C=CC=CC=1.O.C([O-])(=O)C.[Pd+2].C([O-])(=O)C>[CH:25]1([C:2]2[C:3]([O:16][CH2:17][CH:18]3[CH2:23][CH2:22][CH2:21][CH2:20][CH:19]3[CH3:24])=[CH:4][C:5]([F:15])=[C:6]([CH:14]=2)[C:7]([O:9][C:10]([CH3:13])([CH3:12])[CH3:11])=[O:8])[CH2:27][CH2:26]1 |f:2.3.4.5,6.7,10.11.12|. Procedure details: To a solution of tert-butyl 5-chloro-2-fluoro-4-((2-methylcyclohexyl)-methoxy)benzoate (1.50 g, 4.30 mmol), cyclopropylboronic acid (0.55 g, 6.41 mmol), potassium phosphate (3.60 g, 17.2 mmol) and tricyclohexylphosphine tetrafluoroborate (0.31 g, 0.86 mmol) in toluene (15 mL) and water (1.5 mL) under a nitrogen atmosphere was added palladium acetate (0.09 g, 0.43 mmol). The reaction mixture was heated at 130° C. for 30 minutes in the microwave, and then cooled to ambient temperature. Water (20 m... The reactants are C(C)(=O)[O-].[Ni+2].C(C)(=O)[O-] (nickel acetate), C(C)C1=C(C=2C=C3C(=C(C(=CC=4C(=C(C(=CC5=C(C(=C(N5)C=C1N2)CC)CC)N4)CC)CC)N3)CC)CC)CC (octaethylporphyrin). Product: [Ni].C(C)C1=C(C=2C=C3C(=C(C(=CC=4C(=C(C(=CC5=C(C(=C(N5)C=C1N2)CC)CC)N4)CC)CC)N3)CC)CC)CC (Ni octaethylporphyrin). As a reaction SMILES: C([O-])(=O)C.[Ni+2:5].C([O-])(=O)C.[CH2:10]([C:12]1[C:32]2[N:33]=[C:14]([CH:15]=[C:16]3[NH:43][C:19](=[CH:20][C:21]4[C:22]([CH2:41][CH3:42])=[C:23]([CH2:39][CH3:40])[C:24]([N:38]=4)=[CH:25][C:26]4[NH:30][C:29]([CH:31]=2)=[C:28]([CH2:34][CH3:35])[C:27]=4[CH2:36][CH3:37])[C:18]([CH2:44][CH3:45])=[C:17]3[CH2:46][CH3:47])[C:13]=1[CH2:48][CH3:49])[CH3:11]>>[Ni:5].[CH2:39]([C:23]1[C:24]2[N:38]=[C:21]([CH:20]=[C:19]3[NH:43][C:16](=[CH:15][C:14]4[C:13]([CH2:48][CH3:49])=[C:12]([CH2:10][CH3:11])[C:32]([N:33]=4)=[CH:31][C:29]4[NH:30][C:26]([CH:25]=2)=[C:27]([CH2:36][CH3:37])[C:28]=4[CH2:34][CH3:35])[C:17]([CH2:46][CH3:47])=[C:18]3[CH2:44][CH3:45])[C:22]=1[CH2:41][CH3:42])[CH3:40] |f:0.1.2,4.5|. Procedure: The nickel acetate is added to the octaethylporphyrin solution; the mixture which results is refluxed for about 24 hours until the electronic spectrum of the reaction mixture indicates that chelation is complete. The reaction mixture is then concentrated to 7 mL and allowed to cool to room temperature of about 22°. Product which precipitates is recovered by filtration, dissolved in a mixed solvent composed of 5 mL dichloromethane and 2 mL methanol, and recrystallized, yielding Ni octaethylporphy... Reactants: C(CCCCCCCCCCCCCCCCC)C(C(=O)O)CC(=O)O (monostearyl succinic acid), [OH-].[Na+] (sodium hydroxide), O (water). Run in CC(=O)C (acetone), CC(=O)C (acetone). Conditions: temperature 40 celsius. Yields the product C(CCC(=O)[O-])(=O)OCCCCCCCCCCCCCCCCCC.[Na+] (sodium stearyl succinate). Yield: 98.5%. RXN SMILES: [CH2:1]([CH:19]([CH2:23][C:24]([OH:26])=O)C(O)=O)[CH2:2][CH2:3][CH2:4][CH2:5][CH2:6][CH2:7][CH2:8][CH2:9][CH2:10][CH2:11][CH2:12][CH2:13][CH2:14][CH2:15]CCC.[OH-:27].[Na+:28].[OH2:29]>CC(C)=O>[C:24]([O:26][CH2:24][CH2:23][CH2:19][CH2:1][CH2:2][CH2:3][CH2:4][CH2:5][CH2:6][CH2:7][CH2:8][CH2:9][CH2:10][CH2:11][CH2:12][CH2:13][CH2:14][CH3:15])(=[O:26])[CH2:23][CH2:19][C:1]([O-:29])=[O:27].[Na+:28] |f:1.2,5.6|. Procedure: In a 2000 ml. Erlenmeyer flask, there were placed 150 g. of monostearyl succinic acid (acid value, 156.7) and 1200 ml. of acetone. This mixture was first warmed and stirred to effect solution and then cooled to 40°C., at which point 17.3 g. of sodium hydroxide in 100 ml. of water were slowly added. The addition step was accomplished with vigorous agitation of the mixture, while the temperature of the acetone solution was always maintained at 40°-43°C. throughout said step. The resulting reaction... The reactants are ClC1=CC=C(C=C1)C1(N=C(N(C1(C)C1=CC=C(C=C1)Cl)C(=O)Cl)C1=C(C=C(C=C1)C(C)(C)O)OCC)C (rac-(4S*,5R*)-4,5-bis-(4-chloro-phenyl)-2-[2-ethoxy-4-(1-hydroxy-1-methyl-ethyl)-phenyl]-4,5-dimethyl-4,5-dihydro-imidazole-1-carbonyl chloride), Cl.Cl.N1(CCNCC1)CCNC(C)=O (N-(2-piperazin-1-yl-ethyl)-acetamide dihydrochloride). Yields the product ClC1=CC=C(C=C1)[C@@]1(N=C(N([C@]1(C)C1=CC=C(C=C1)Cl)C(=O)N1CCN(CC1)CCNC(C)=O)C1=C(C=C(C=C1)C(C)(C)O)OCC)C (N-[2-(4-{(4S,5R)-4,5-Bis-(4-chloro-phenyl)-2-[2-ethoxy-4-(1-hydroxy-1-methyl-ethyl)-phenyl]-4,5-dimethyl-4,5-dihydro-imidazole-1-carbonyl}-piperazin-1-yl)-ethyl]-acetamide). Reaction SMILES: [Cl:1][C:2]1[CH:7]=[CH:6][C:5]([C:8]2([CH3:37])[C:12]([C:14]3[CH:19]=[CH:18][C:17]([Cl:20])=[CH:16][CH:15]=3)([CH3:13])[N:11]([C:21](Cl)=[O:22])[C:10]([C:24]3[CH:29]=[CH:28][C:27]([C:30]([OH:33])([CH3:32])[CH3:31])=[CH:26][C:25]=3[O:34][CH2:35][CH3:36])=[N:9]2)=[CH:4][CH:3]=1.Cl.Cl.[N:40]1([CH2:46][CH2:47][NH:48][C:49](=[O:51])[CH3:50])[CH2:45][CH2:44][NH:43][CH2:42][CH2:41]1>>[Cl:1][C:2]1[CH:3]=[CH:4][C:5]([C@@:8]2([CH3:37])[C@:12]([C:14]3[CH:15]=[CH:16][C:17]([Cl:20])=[CH:18][CH:19]=3)([CH3:13])[N:11]([C:21]([N:43]3[CH2:42][CH2:41][N:40]([CH2:46][CH2:47][NH:48][C:49](=[O:51])[CH3:50])[CH2:45][CH2:44]3)=[O:22])[C:10]([C:24]3[CH:29]=[CH:28][C:27]([C:30]([OH:33])([CH3:32])[CH3:31])=[CH:26][C:25]=3[O:34][CH2:35][CH3:36])=[N:9]2)=[CH:6][CH:7]=1 |f:1.2.3|. Procedure: In a manner analogous to the method described in example 5, rac-(4S*,5R*)-4,5-bis-(4-chloro-phenyl)-2-[2-ethoxy-4-(1-hydroxy-1-methyl-ethyl)-phenyl]-4,5-dimethyl-4,5-dihydro-imidazole-1-carbonyl chloride was reacted with N-(2-piperazin-1-yl-ethyl)-acetamide dihydrochloride (prepared as described in Fotouhi, N. et al. WO 2005110996) to give the title compound as a racemic mixture. The enantiomers were then separated by supercritical fluid chromatography (Berger Instrument Multi-Gram II, Daicel Ch... Starting materials: NC1=NC(=CC=C1)C (2-amino-6-picoline), C1(=CC=CC=C1)P(C1=C(C2=CC=CC=C2C=C1)C1=C(C=CC2=CC=CC=C12)P(C1=CC=CC=C1)C1=CC=CC=C1)C1=CC=CC=C1 (2,2′-bis(diphenylphosphino)-1,1′-binaphthyl), CC(C)([O-])C.[Na+] (sodium-t-butoxide), BrC1=C(N=C(C2=CC=CC=C2)C2=CC=CC=C2)C=CC=C1 (2-bromo-N-(diphenylmethylene)aniline). Reagents/catalysts: C=1C=CC(=CC1)/C=C/C(=O)/C=C/C2=CC=CC=C2.C=1C=CC(=CC1)/C=C/C(=O)/C=C/C2=CC=CC=C2.C=1C=CC(=CC1)/C=C/C(=O)/C=C/C2=CC=CC=C2.[Pd].[Pd] (tris(dibenzylideneacetone)dipalladium(0)). Solvent: C1(=CC=CC=C1)C (toluene), O (water). Run at temperature 100 celsius, time 2 hour. Product: C1(=CC=CC=C1)C(=NC=1C(=CC=CC1)NC1=NC(=CC=C1)C)C1=CC=CC=C1 (N1-(diphenylmethylene)-N2-(6-methylpyridine-2-yl)benzene-1,2-diamine). Isolated yield 105.3%. As a reaction SMILES: Br[C:2]1[CH:21]=[CH:20][CH:19]=[CH:18][C:3]=1[N:4]=[C:5]([C:12]1[CH:17]=[CH:16][CH:15]=[CH:14][CH:13]=1)[C:6]1[CH:11]=[CH:10][CH:9]=[CH:8][CH:7]=1.[NH2:22][C:23]1[CH:28]=[CH:27][CH:26]=[C:25]([CH3:29])[N:24]=1.C1(P(C2C=CC=CC=2)C2C=CC3C(=CC=CC=3)C=2C2C3C(=CC=CC=3)C=CC=2P(C2C=CC=CC=2)C2C=CC=CC=2)C=CC=CC=1.CC(C)([O-])C.[Na+]>C1(C)C=CC=CC=1.C1C=CC(/C=C/C(/C=C/C2C=CC=CC=2)=O)=CC=1.C1C=CC(/C=C/C(/C=C/C2C=CC=CC=2)=O)=CC=1.C1C=CC(/C=C/C(/C=C/C2C=CC=CC=2)=O)=CC=1.[Pd].[Pd].O>[C:6]1([C:5]([C:12]2[CH:17]=[CH:16][CH:15]=[CH:14][CH:13]=2)=[N:4][C:3]2[C:2]([NH:22][C:23]3[CH:28]=[CH:27][CH:26]=[C:25]([CH3:29])[N:24]=3)=[CH:21][CH:20]=[CH:19][CH:18]=2)[CH:11]=[CH:10][CH:9]=[CH:8][CH:7]=1 |f:3.4,6.7.8.9.10|. Procedure details: 37.8 g (0.11 mol) of 2-bromo-N-(diphenylmethylene)aniline was dissolved in toluene (100 ml), and 14.6 g (0.13 mol) of 2-amino-6-picoline, 5.2 g (5.5 mmol) of tris(dibenzylideneacetone)dipalladium(0), 11.2 g (17.6 mmol) of 2,2′-bis(diphenylphosphino)-1,1′-binaphthyl, and 15.2 g (0.15 mol) of sodium-t-butoxide were added thereto. The mixture was stirred for 2 hours at 100° C. The reaction mixture was poured into water, and extracted with ethyl acetate. The organic layer was washed with saturated b... Reactants: ClC=1N=C(C2=C(N1)SC(=C2)CN(C2CCN(CC2)C)C)N2CCOCC2 ((2-Chloro-4-morpholin-4-yl-thieno[2,3-d]pyrimidin-6-ylmethyl)-methyl-(1-methyl-piperidin-4-yl)-amine), C(=O)([O-])[O-].[Na+].[Na+] (Na2CO3), CC1(OB(OC1(C)C)C=1C(=NC(=NC1)N)C(F)(F)F)C (5-(4,4,5,5-tetramethyl-[1,3,2]dioxaborolan-2-yl)-4-trifluoromethyl-pyrimidin-2-ylamin). Reagents/catalysts: C1=CC=C(C=C1)P(C2=CC=CC=C2)C3=CC=CC=C3.C1=CC=C(C=C1)P(C2=CC=CC=C2)C3=CC=CC=C3.Cl[Pd]Cl (bis(triphenylphosphine)palladium (II) chloride). Run in O (water), CC#N (MeCN). Yields the product CN(C1CCN(CC1)C)CC1=CC2=C(N=C(N=C2N2CCOCC2)C=2C(=NC(=NC2)N)C(F)(F)F)S1 (5-(6-((methyl(1-methylpiperidin-4-yl)amino)methyl)-4-morpholinothieno[2,3-d]pyrimidin-2-yl)-4-(trifluoromethyl)pyrimidin-2-amine). As a reaction SMILES: Cl[C:2]1[N:3]=[C:4]([N:21]2[CH2:26][CH2:25][O:24][CH2:23][CH2:22]2)[C:5]2[CH:10]=[C:9]([CH2:11][N:12]([CH3:20])[CH:13]3[CH2:18][CH2:17][N:16]([CH3:19])[CH2:15][CH2:14]3)[S:8][C:6]=2[N:7]=1.C([O-])([O-])=O.[Na+].[Na+].CC1(C)C(C)(C)OB([C:41]2[C:42]([C:48]([F:51])([F:50])[F:49])=[N:43][C:44]([NH2:47])=[N:45][CH:46]=2)O1>CC#N.O.C1C=CC(P(C2C=CC=CC=2)C2C=CC=CC=2)=CC=1.C1C=CC(P(C2C=CC=CC=2)C2C=CC=CC=2)=CC=1.Cl[Pd]Cl>[CH3:20][N:12]([CH2:11][C:9]1[S:8][C:6]2[N:7]=[C:2]([C:41]3[C:42]([C:48]([F:51])([F:50])[F:49])=[N:43][C:44]([NH2:47])=[N:45][CH:46]=3)[N:3]=[C:4]([N:21]3[CH2:26][CH2:25][O:24][CH2:23][CH2:22]3)[C:5]=2[CH:10]=1)[CH:13]1[CH2:18][CH2:17][N:16]([CH3:19])[CH2:15][CH2:14]1 |f:1.2.3,7.8.9|. Procedure details: (2-Chloro-4-morpholin-4-yl-thieno[2,3-d]pyrimidin-6-ylmethyl)-methyl-(1-methyl-piperidin-4-yl)-amine (100 mg), 1M Na2CO3 (0.7 mL), 5-(4,4,5,5-tetramethyl-[1,3,2]dioxaborolan-2-yl)-4-trifluoromethyl-pyrimidin-2-ylamin (1.5 eq.) [WO 2007/084786] and bis(triphenylphosphine)palladium (II) chloride (0.05 eq.) in MeCN (15 mL) was heated at 140° C. for 25 min. in microwave. The resulting mixture was diluted with water then extracted with ethyl acetate. Combined extracts were dried (Na2SO4), filtered an... Reactants: [C@H]1(CCC2=CC=CC=C12)NC1=NC2=CC=C(C=C2C=C1)N ((R)—N2-indan-1-yl-quinoline-2,6-diamine), N1=CC=CC=C1 (pyridine), ClC(=O)OC1=CC=C(C=C1)[N+](=O)[O-] (4-nitrophenyl chloroformate). The solvent is ClCCl (dichloromethane). Reaction conditions: temperature 23 celsius, time 2 hour. Product: COC(NC=1C=C2C=CC(=NC2=CC1)N[C@@H]1CCC2=CC=CC=C12)=O ([2-((R)-Indan-1-ylamino)-quinolin-6-yl]-carbamic acid methyl ester). Yield: 34.4%. As a reaction SMILES: [C@H:1]1([NH:10][C:11]2[CH:20]=[CH:19][C:18]3[C:13](=[CH:14][CH:15]=[C:16]([NH2:21])[CH:17]=3)[N:12]=2)[C:9]2[C:4](=[CH:5][CH:6]=[CH:7][CH:8]=2)[CH2:3][CH2:2]1.N1C=CC=CC=1.Cl[C:29]([O:31][C:32]1C=CC([N+]([O-])=O)=CC=1)=[O:30]>ClCCl>[CH3:32][O:31][C:29](=[O:30])[NH:21][C:16]1[CH:17]=[C:18]2[C:13](=[CH:14][CH:15]=1)[N:12]=[C:11]([NH:10][C@H:1]1[C:9]3[C:4](=[CH:5][CH:6]=[CH:7][CH:8]=3)[CH2:3][CH2:2]1)[CH:20]=[CH:19]2. Procedure: To a solution of (R)—N2-indan-1-yl-quinoline-2,6-diamine (1.2 g, 4.36 mmol) and pyridine (0.35 mL, 4.36 mmol) in dichloromethane (25 mL) at 0° C. was added 4-nitrophenyl chloroformate (878 mg, 4.6 mmol) and the mixture was stirred at 23° C. for 2 h resulting in a yellow suspension. Added tetrahydrofuran, filtered the solid off, dissolved in dichloromethane and methanol, coated on silica gel. Removal of the solvent in vacuum left a brown foam, which after silica gel column chromatography was crys... The reactants are CC(C)CO, CS(=O)(=O)O, [Cl-], COCN(C(=O)CCl)c1c(OC)cccc1OC, [Na+], Cc1ccccc1C. Yields the product COc1cccc(OC)c1N(COCC(C)C)C(=O)CCl. As a reaction SMILES: [CH3:19][CH:20]([CH3:21])[CH2:22][OH:23].[CH3:24][S:25](=[O:26])(=[O:27])[OH:28].[Cl-:30].[Cl:1][CH2:2][C:3](=[O:4])[N:5]([c:6]1[c:7]([O:14][CH3:15])[cH:8][cH:9][cH:10][c:11]1[O:12][CH3:13])[CH2:16][O:17][CH3:18].[Na+:29].[c:31]1([CH3:32])[c:33]([CH3:34])[cH:35][cH:36][cH:37][cH:38]1>>[Cl:1][CH2:2][C:3](=[O:4])[N:5]([c:6]1[c:7]([O:14][CH3:15])[cH:8][cH:9][cH:10][c:11]1[O:12][CH3:13])[CH2:16][O:17][CH2:18][CH:20]([CH3:19])[CH3:21]. The reactants are [N+](=O)([O-])C1=CC2=C(OCC3(CN(C(O3)=O)C(C)C)CO2)C=C1 (7-nitro-3'-isopropyl-3,4-dihydro-2H-1,5-benzodioxepin-3-spiro-5'-oxazolidin-2'-one), CN(C1=CC2=C(OCC3(CN(C(O3)=O)C(C)C)CO2)C=C1)C (7-dimethylamino-3'-isopropyl-3,4-dihydro-2H-1,5-benzodioxepin-3-spiro-5'-oxazolidin-2'-one). Yields the product CN(C1=CC2=C(OCC(CO2)(O)CNC(C)C)C=C1)C (7-dimethylamino-3-isopropylaminomethyl-3-hydroxy-3,4-dihydro-2H-1,5-benzodioxepin). As a reaction SMILES: [N+](C1C=CC2OCC3(COC=2C=1)OC(=O)N(C(C)C)C3)([O-])=O.[CH3:23][N:24]([CH3:44])[C:25]1[CH:43]=[CH:42][C:28]2[O:29][CH2:30][C:31]3([CH2:40][O:41][C:27]=2[CH:26]=1)[O:35]C(=O)[N:33]([CH:37]([CH3:39])[CH3:38])[CH2:32]3>>[CH3:44][N:24]([CH3:23])[C:25]1[CH:43]=[CH:42][C:28]2[O:29][CH2:30][C:31]([CH2:32][NH:33][CH:37]([CH3:39])[CH3:38])([OH:35])[CH2:40][O:41][C:27]=2[CH:26]=1. Procedure details: By replacing the 7-nitro-3'-isopropyl-3,4-dihydro-2H-1,5-benzodioxepin-3-spiro-5'-oxazolidin-2'-one employed in Example 143, Step C, by an equivalent quantity of 7-dimethylamino-3'-isopropyl-3,4-dihydro-2H-1,5-benzodioxepin-3-spiro-5'-oxazolidin-2'-one and following substantially the same procedure described in Example 143, Step C, there is obtained 7-dimethylamino-3-isopropylaminomethyl-3-hydroxy-3,4-dihydro-2H-1,5-benzodioxepin.